From a dataset of the Open Reaction Database (ORD), a public repository of structured organic reaction records. describe an organic reaction: reactants, conditions, products, and yield Reactants: COc1cc2c(Nc3cc(OCc4ccccc4)c(C)cc3F)ncnc2cc1OCCOC(C)=O, CCOC(C)=O, [H][H]. The product is COc1cc2c(Nc3cc(O)c(C)cc3F)ncnc2cc1OCCOC(C)=O. Reaction SMILES: [C:1]([CH3:2])(=[O:3])[O:4][CH2:5][CH2:6][O:7][c:8]1[c:9]([O:35][CH3:36])[cH:10][c:11]2[c:12]([NH:18][c:19]3[c:20]([F:34])[cH:21][c:22]([CH3:33])[c:23]([O:25][CH2:26][c:27]4[cH:28][cH:29][cH:30][cH:31][cH:32]4)[cH:24]3)[n:13][cH:14][n:15][c:16]2[cH:17]1.[CH3:39][CH2:40][O:41][C:42](=[O:43])[CH3:44].[H:37][H:38]>>[C:1]([CH3:2])(=[O:3])[O:4][CH2:5][CH2:6][O:7][c:8]1[c:9]([O:35][CH3:36])[cH:10][c:11]2[c:12]([NH:18][c:19]3[c:20]([F:34])[cH:21][c:22]([CH3:33])[c:23]([OH:25])[cH:24]3)[n:13][cH:14][n:15][c:16]2[cH:17]1. The reactants are C(C)(=O)OC1=C(C=C(C=C1C(C)C)O)C(C)(C)C (4-acetoxy-3-t-butyl-5-isopropylphenol), C1N2CN3CN1CN(C2)C3 (hexamethylenetetramine), C(C)(=O)OC=1C(=CC(=C(C=O)C1C(C)C)O)C(C)(C)C (5-acetoxy-4-t-butyl-2-hydroxy-6-isopropylbenzaldehyde), Cl (hydrochloric acid), Cl (hydrochloric acid). Run in FC(C(=O)O)(F)F (trifluoroacetic acid), O (water). Conditions: temperature 0 celsius. Product: mixture, C(C)(=O)OC=1C(=CC(=C(C=O)C1C(C)(C)C)O)C(C)C (5-acetoxy-6-t-butyl-2-hydroxy-4-isopropylbenzaldehyde). The yield is 48.0%. RXN SMILES: [C:1]([O:4][C:5]1[C:10]([CH:11]([CH3:13])[CH3:12])=[CH:9][C:8]([OH:14])=[CH:7][C:6]=1[C:15]([CH3:18])([CH3:17])[CH3:16])(=[O:3])[CH3:2].C1N2CN3CN(C2)CN1C3.Cl.[C:30](OC1C(C(C)(C)C)=CC(O)=C(C=1C(C)C)C=O)(=[O:32])C>FC(F)(F)C(O)=O.O>[C:1]([O:4][C:5]1[C:10]([CH:11]([CH3:13])[CH3:12])=[CH:9][C:8]([OH:14])=[C:7]([C:6]=1[C:15]([CH3:16])([CH3:17])[CH3:18])[CH:30]=[O:32])(=[O:3])[CH3:2]. Procedure: 0.75 g of 4-acetoxy-3-t-butyl-5-isopropylphenol and hexamethylenetetramine were dissolved in 2.6 ml of trifluoroacetic acid and the solution was heated under reflux for 15 minutes. After cooling to 0° C., 2 ml of 3N hydrochloric acid was added and the solution was heated under reflux for 1.5 hours. Additional 2 ml of 3N hydrochloric acid was added and the solution was heated under reflux for 5 hours. After cooling to room temperature, the reaction solution was combined with water and extracted w...